From a dataset of the Open Reaction Database (ORD), a public repository of structured organic reaction records. describe an organic reaction: reactants, conditions, products, and yield The reactants are C(CC)C=1C(N(N=CC1Cl)C(C)(C)C)=O (4-n-propyl-5-chloro-2-t-butyl-3(2H) pyridazinone), 2-alkyl-4,5-dichloro-3(2H)pyridazinones, alkyl magnesium halides, C(CCC)C=1C(N(N=CC1Cl)C(C)(C)C)=O (4-n-butyl-5-chloro-2-t-butyl-3(2H)pyridazinone), CC=1C(N(N=CC1Cl)C(C)(C)C)=O (4-Methyl-5-chloro-2-t-butyl-3(2H) pyridazinone), C(CCCC)C=1C(N(N=CC1Cl)C(C)(C)C)=O (4-n-pentyl-5-chloro-2-t-butyl-3(2H)pyridazinone). The product is C(C)C=1C(N(N=CC1Cl)C(C)(C)C)=O (4-Ethyl-5-chloro-2-t-butyl-3(2H)pyridazinone). Reaction SMILES: CC1C(=O)N(C(C)(C)C)N=CC=1Cl.[CH2:14]([C:17]1[C:18](=[O:28])[N:19]([C:24]([CH3:27])([CH3:26])[CH3:25])[N:20]=[CH:21][C:22]=1[Cl:23])[CH2:15]C.C(C1C(=O)N(C(C)(C)C)N=CC=1Cl)CCC.C(C1C(=O)N(C(C)(C)C)N=CC=1Cl)CCCC>>[CH2:14]([C:17]1[C:18](=[O:28])[N:19]([C:24]([CH3:27])([CH3:26])[CH3:25])[N:20]=[CH:21][C:22]=1[Cl:23])[CH3:15]. Procedure details: In the same manner as above, the following compounds were prepared from the corresponding 2-alkyl-4,5-dichloro-3(2H)pyridazinones and alkyl magnesium halides: 4-Methyl-5-chloro-2-t-butyl-3(2H) pyridazinone [oily substance, boiling point: 60°-62° C. (0.22 mmHg)], 4-n-propyl-5-chloro-2-t-butyl-3(2H) pyridazinone (oily substance), 4-n-butyl-5-chloro-2-t-butyl-3(2H)pyridazinone (only substance) and 4-n-pentyl-5-chloro-2-t-butyl-3(2H)pyridazinone (oily substance). The reactants are CN(C)C=O, Cc1c(SCCCCl)ccnc1CCl, ClCCl, Cl, [H-], Cc1nc(C)c(Cl)c(N)n1, [Na+], [Na+], O=C([O-])O. The product is Cc1nc(C)c(Cl)c(NCc2nccc(SCCCCl)c2C)n1. As a reaction SMILES: [CH3:33][N:34]([CH3:35])[CH:36]=[O:37].[Cl:14][CH2:15][CH2:16][CH2:17][S:18][c:19]1[c:20]([CH3:27])[c:21]([CH2:25][Cl:26])[n:22][cH:23][cH:24]1.[Cl:38][CH2:39][Cl:40].[ClH:13].[H-:1].[NH2:3][c:4]1[n:5][c:6]([CH3:12])[n:7][c:8]([CH3:11])[c:9]1[Cl:10].[Na+:28].[Na+:2].[OH:29][C:30](=[O:31])[O-:32]>>[NH:3]([c:4]1[n:5][c:6]([CH3:12])[n:7][c:8]([CH3:11])[c:9]1[Cl:10])[CH2:25][c:21]1[c:20]([CH3:27])[c:19]([S:18][CH2:17][CH2:16][CH2:15][Cl:14])[cH:24][cH:23][n:22]1. The reactants are O (water), P(Br)(Br)Br (PBr3), C(CCCCCCCCCCC)OC1=CC=C(CO)C=C1 (4-(dodecyloxy)benzyl alcohol). Solvent: C(Cl)Cl (CH2Cl2), C(Cl)Cl (CH2Cl2). Run at time 3 hour. Yields the product C(CCCCCCCCCCC)OC1=CC=C(CBr)C=C1 (4-(Dodecyloxy)benzyl bromide). Yield: 84.7%. RXN SMILES: P(Br)(Br)[Br:2].[CH2:5]([O:17][C:18]1[CH:25]=[CH:24][C:21]([CH2:22]O)=[CH:20][CH:19]=1)[CH2:6][CH2:7][CH2:8][CH2:9][CH2:10][CH2:11][CH2:12][CH2:13][CH2:14][CH2:15][CH3:16].O>C(Cl)Cl>[CH2:5]([O:17][C:18]1[CH:25]=[CH:24][C:21]([CH2:22][Br:2])=[CH:20][CH:19]=1)[CH2:6][CH2:7][CH2:8][CH2:9][CH2:10][CH2:11][CH2:12][CH2:13][CH2:14][CH2:15][CH3:16]. Reported procedure: A solution of PBr3 (2.0 mL, 20 mmol) in anhydrous CH2Cl2 (25 mL) was added slowly to a stirred solution of 4-(dodecyloxy)benzyl alcohol (3.0 g, 10 mmol) in CH2Cl2 (50 mL) at 0° C. The reaction mixture was stirred for 3 h at room temperature and slowly poured into a large amount of water (ca. 600 mL). The product was extracted with CHCl3 (3×50 mL). The combined organic phase was washed with brine (3×20 mL), dried over anhydrous Na2SO4, and concentrated in vacuo to give a yellow solid (3.01 g, 90%... The reactants are FC=1C=C(C=CC1[N+](=O)[O-])C(=O)O (3-fluoro-4-nitrobenzene carboxylic acid), S(=O)(Cl)Cl (thionyl chloride), CN(C)C=O (DMF). Solvent: C1CCOC1 (THF). Run at time 3.5 hour. Yields the product FC=1C=C(C(=O)Cl)C=CC1[N+](=O)[O-] (3-fluoro-4-nitrobenzoyl chloride). RXN SMILES: [F:1][C:2]1[CH:3]=[C:4]([C:11]([OH:13])=O)[CH:5]=[CH:6][C:7]=1[N+:8]([O-:10])=[O:9].S(Cl)([Cl:16])=O.CN(C=O)C>C1COCC1>[F:1][C:2]1[CH:3]=[C:4]([CH:5]=[CH:6][C:7]=1[N+:8]([O-:10])=[O:9])[C:11]([Cl:16])=[O:13]. Procedure: To a solution of 3-fluoro-4-nitrobenzene carboxylic acid (18.0 g 1.0 eq, 0.10 mol) in THF (360 ml) at 0° C. was added thionyl chloride (56.7 ml, 8.0 eq, 0.78 mol) and DMF (1 ml.). The reaction was warmed to room temperature and stirred for 3.5 hours, after this point all starting material had been consumed. Thionyl chloride was then removed in vacuo to give 3-fluoro-4-nitrobenzoyl chloride as a yellow solid. This was dissolved in DCM (360 ml) and the solution added dropwise to a cooled solution ... Starting materials: CC(=O)[O-], O=C([O-])c1ccccc1C(=O)O[O-], CS(=O)c1ccc(N2CCC(Oc3ccccc3C(F)(F)F)CC2)nn1, CC(=O)OC(C)=O, [Mg+2], N, [Na+], [Na+], [OH-], O. Yields the product NS(=O)(=O)c1ccc(N2CCC(Oc3ccccc3C(F)(F)F)CC2)nn1. RXN SMILES: [C:27]([O-:28])(=[O:29])[CH3:30].[C:32]([O:33][O-:34])(=[O:35])[c:36]1[c:37]([C:42]([O-:43])=[O:44])[cH:38][cH:39][cH:40][cH:41]1.[CH3:1][S:2](=[O:3])[c:4]1[n:5][n:6][c:7]([N:10]2[CH2:11][CH2:12][CH:13]([O:16][c:17]3[c:18]([C:23]([F:24])([F:25])[F:26])[cH:19][cH:20][cH:21][cH:22]3)[CH2:14][CH2:15]2)[cH:8][cH:9]1.[CH3:49][C:50]([O:51][C:52]([CH3:53])=[O:54])=[O:55].[Mg+2:45].[NH3:48].[Na+:31].[Na+:47].[OH-:46].[OH2:56]>>[S:2](=[O:3])([c:4]1[n:5][n:6][c:7]([N:10]2[CH2:11][CH2:12][CH:13]([O:16][c:17]3[c:18]([C:23]([F:24])([F:25])[F:26])[cH:19][cH:20][cH:21][cH:22]3)[CH2:14][CH2:15]2)[cH:8][cH:9]1)(=[O:46])[NH2:48]. The reactants are S=C=Nc1cc(Cl)cc(Cl)c1, CCOc1ccc(C(=O)Nc2ccccc2)cc1N. Yields the product CCOc1ccc(C(=O)Nc2ccccc2)cc1NC(=S)Nc1cc(Cl)cc(Cl)c1. Reaction SMILES: [Cl:20][c:21]1[cH:22][c:23]([N:28]=[C:29]=[S:30])[cH:24][c:25]([Cl:27])[cH:26]1.[NH2:1][c:2]1[cH:3][c:4]([C:5](=[O:6])[NH:7][c:8]2[cH:9][cH:10][cH:11][cH:12][cH:13]2)[cH:14][cH:15][c:16]1[O:17][CH2:18][CH3:19]>>[NH:1]([c:2]1[cH:3][c:4]([C:5](=[O:6])[NH:7][c:8]2[cH:9][cH:10][cH:11][cH:12][cH:13]2)[cH:14][cH:15][c:16]1[O:17][CH2:18][CH3:19])[C:29]([NH:28][c:23]1[cH:22][c:21]([Cl:20])[cH:26][c:25]([Cl:27])[cH:24]1)=[S:30]. As a reaction SMILES: [CH3:1][C:2]1([CH3:19])[CH:6]([OH:7])[CH2:5][C:4]([CH2:10][O:11][CH2:12][C:13]2[CH:18]=[CH:17][CH:16]=[CH:15][CH:14]=2)([CH2:8][CH3:9])[O:3]1.[C:20](OC(=O)C)(=[O:22])[CH3:21]>N1C=CC=CC=1>[CH3:19][C:2]1([CH3:1])[CH:6]([O:7][C:20](=[O:22])[CH3:21])[CH2:5][C:4]([CH2:10][O:11][CH2:12][C:13]2[CH:18]=[CH:17][CH:16]=[CH:15][CH:14]=2)([CH2:8][CH3:9])[O:3]1. Starting materials: CC1(OC(CC1O)(CC)COCC1=CC=CC=C1)C (2,2-Dimethyl-3-hydroxy-5-benzyloxymethyl-5-ethyloxolane), C(C)(=O)OC(C)=O (acetic anhydride). Product: CC1(OC(CC1OC(C)=O)(CC)COCC1=CC=CC=C1)C (2,2-Dimethyl-3-acetoxy-5-benzyloxymethyl-5-ethyloxolane). Solvent: N1=CC=CC=C1 (pyridine). Reported procedure: The alcohol of Example 3 (800 mg) was added to pyridine (20 ml) and acetic anhydride (5 ml) and the mixture was stirred at room temperature over two days. The mixture was then evaporated down under vacuum and the residue was dissolved in diethyl ether. The solution was decolourised over charcoal, and the ether was removed to give 860 mg of the desired product. NMR showed that the product was a mixture of geometric isomers. Conditions: time 2 day. Reactants: CCCCC(=O)OCC1OC1CCCCC(C)C, CO, [K+], [OH-]. Product: CC(C)CCCCC1OC1CO. RXN SMILES: [C:1](=[O:2])([CH2:3][CH2:4][CH2:5][CH3:6])[O:7][CH2:8][CH:9]1[CH:10]([CH2:11][CH2:12][CH2:13][CH2:14][CH:15]([CH3:16])[CH3:17])[O:18]1.[CH3:19][OH:20].[K+:22].[OH-:21]>>[OH:7][CH2:8][CH:9]1[CH:10]([CH2:11][CH2:12][CH2:13][CH2:14][CH:15]([CH3:16])[CH3:17])[O:18]1. Starting materials: BrCc1ccccc1, C1CCOC1, CC1CCCN(Cc2ccccc2)C1=O, CN(C)P(=O)(N(C)C)N(C)C, CC(C)[N-]C(C)C, [Li+]. Product: CC1(Cc2ccccc2)CCCN(Cc2ccccc2)C1=O. Reaction SMILES: [Br:16][CH2:17][c:18]1[cH:19][cH:20][cH:21][cH:22][cH:23]1.[CH2:43]1[O:44][CH2:45][CH2:46][CH2:47]1.[CH3:1][CH:2]1[C:3](=[O:15])[N:4]([CH2:8][c:9]2[cH:10][cH:11][cH:12][cH:13][cH:14]2)[CH2:5][CH2:6][CH2:7]1.[CH3:32][N:33]([CH3:34])[P:35]([N:36]([CH3:37])[CH3:38])([N:39]([CH3:40])[CH3:41])=[O:42].[CH:24]([N-:25][CH:26]([CH3:27])[CH3:28])([CH3:29])[CH3:30].[Li+:31]>>[CH3:1][C:2]1([CH2:17][c:18]2[cH:19][cH:20][cH:21][cH:22][cH:23]2)[C:3](=[O:15])[N:4]([CH2:8][c:9]2[cH:10][cH:11][cH:12][cH:13][cH:14]2)[CH2:5][CH2:6][CH2:7]1.